Dataset: the Open Reaction Database (ORD), a public repository of structured organic reaction records. Task: describe an organic reaction: reactants, conditions, products, and yield Reactants: CC(=O)N1CC=C(B2OC(C)(C)C(C)(C)O2)CC1, CC(=O)[O-], CC#N, [K+], O, [Pd], O=C(c1ccc(Oc2ncccc2Br)cc1)c1nc2ccccc2[nH]1. Yields the product CC(=O)N1CC=C(c2cccnc2Oc2ccc(C(=O)c3nc4ccccc4[nH]3)cc2)CC1. RXN SMILES: [CH3:26][C:27]1([CH3:28])[C:29]([CH3:30])([CH3:31])[O:32][B:33]([C:34]2=[CH:35][CH2:36][N:37]([C:40]([CH3:41])=[O:42])[CH2:38][CH2:39]2)[O:43]1.[CH3:45][C:46](=[O:47])[O-:48].[CH3:51][C:52]#[N:53].[K+:44].[OH2:49].[Pd:50].[nH:1]1[c:2]([C:10](=[O:11])[c:12]2[cH:13][cH:14][c:15]([O:18][c:19]3[n:20][cH:21][cH:22][cH:23][c:24]3[Br:25])[cH:16][cH:17]2)[n:3][c:4]2[c:5]1[cH:6][cH:7][cH:8][cH:9]2>>[nH:1]1[c:2]([C:10](=[O:11])[c:12]2[cH:13][cH:14][c:15]([O:18][c:19]3[n:20][cH:21][cH:22][cH:23][c:24]3[C:34]3=[CH:35][CH2:36][N:37]([C:40]([CH3:41])=[O:42])[CH2:38][CH2:39]3)[cH:16][cH:17]2)[n:3][c:4]2[c:5]1[cH:6][cH:7][cH:8][cH:9]2. The reactants are FC1=C(C=CC=C1)NC(NC1=CC=C(C=C1)C1=CC=C2CN(C(C2=C1)=O)[C@H](C(=O)OC)C(C)C)=S ((S)-Methyl 2-(6-(4-(3-(2-fluorophenyl)thioureido)phenyl)-1-oxoisoindolin-2-yl)-3-methylbutanoate), NC1=CC=C(C=C1)C1=CC=C2CN(C(C2=C1)=O)[C@H](C(=O)OC)C(C)C ((S)-Methyl 2-(6-(4-aminophenyl)-1-oxoisoindolin-2-yl)-3-methylbutanoate), C(#N)C=1C=C(C=CC1)N=C=S (3-cyanophenyl isothiocyanate), compound, compound. The product is C(#N)C=1C=C(C=CC1)NC(NC1=CC=C(C=C1)C1=CC=C2CN(C(C2=C1)=O)[C@H](C(=O)OC)C(C)C)=S ((S)-Methyl 2-(6-(4-(3-(3-cyanophenyl)thioureido)phenyl)-1-oxoisoindolin-2-yl)-3-methylbutanoate). RXN SMILES: F[C:2]1[CH:7]=[CH:6][CH:5]=[CH:4][C:3]=1[NH:8][C:9](=[S:35])[NH:10][C:11]1[CH:16]=[CH:15][C:14]([C:17]2[CH:25]=[C:24]3[C:20]([CH2:21][N:22]([C@@H:27]([CH:32]([CH3:34])[CH3:33])[C:28]([O:30][CH3:31])=[O:29])[C:23]3=[O:26])=[CH:19][CH:18]=2)=[CH:13][CH:12]=1.[NH2:36][C:37]1C=CC(C2C=C3C(CN([C@@H](C(C)C)C(OC)=O)C3=O)=CC=2)=CC=1.C(C1C=C(N=C=S)C=CC=1)#N>>[C:37]([C:7]1[CH:2]=[C:3]([NH:8][C:9](=[S:35])[NH:10][C:11]2[CH:16]=[CH:15][C:14]([C:17]3[CH:25]=[C:24]4[C:20]([CH2:21][N:22]([C@@H:27]([CH:32]([CH3:34])[CH3:33])[C:28]([O:30][CH3:31])=[O:29])[C:23]4=[O:26])=[CH:19][CH:18]=3)=[CH:13][CH:12]=2)[CH:4]=[CH:5][CH:6]=1)#[N:36]. Procedure details: The compound of example 69 was prepared analogous to compound of example 51 by reaction of compound of example 6 with 3-cyanophenyl isothiocyanate. The compound of example 69 was used directly without isolation for the preparation of compound of example 70. The reactants are CO (methanol), CO (methanol), Cl (hydrogen chloride), C(C)(C)(C)OC(=O)N1CCC2(CC(N(C2=O)OCC(=O)OC)=O)CC1 (8-tert-butyloxycarbonyl-2-methoxycarbonylmethyloxy-2,8-diazaspiro[4,5]decane-1,3-dione). Run in FC(C(=O)O)(F)F (trifluoroacetic acid). Reaction conditions: time 10 minute. The product is Cl.COC(=O)CON1C(C2(CC1=O)CCNCC2)=O (2-Methoxycarbonylmethyloxy-2,8-diazaspiro[4,5]decane-1,3-dione.hydrochloride). RXN SMILES: C(OC([N:8]1[CH2:25][CH2:24][C:11]2([C:15](=[O:16])[N:14]([O:17][CH2:18][C:19]([O:21][CH3:22])=[O:20])[C:13](=[O:23])[CH2:12]2)[CH2:10][CH2:9]1)=O)(C)(C)C.CO.[ClH:28]>FC(F)(F)C(O)=O>[ClH:28].[CH3:22][O:21][C:19]([CH2:18][O:17][N:14]1[C:13](=[O:23])[CH2:12][C:11]2([CH2:24][CH2:25][NH:8][CH2:9][CH2:10]2)[C:15]1=[O:16])=[O:20] |f:4.5|. Reported procedure: In trifluoroacetic acid (3 ml) was dissolved 8-tert-butyloxycarbonyl-2-methoxycarbonylmethyloxy-2,8-diazaspiro[4,5]decane-1,3-dione (0.5 g), and the solution was left standing at room temperature for 10 minutes. To the solution was added methanol (20 ml), to which was added 2 ml of a methanol solution of 1N hydrogen chloride. The solvent was evaporated off under reduced pressure, and the residual oil was crystallized from ether-methanol to obtain 0.32 g of a coloress solid, m.p. 174° to 178° C. Starting materials: NC=1SC=C(N1)/C(/C(=O)N[C@H]1[C@@H]2N(C(=C(CS2)SCC=2C=NNC2)C(=O)O)C1=O)=N/O (7β-[2-(2-aminothiazol-4-yl)-2-(Z)-(hydroxyimino)acetamido]-3-[(pyrazol-4-yl)methylthio]-3-cephem-4-carboxylic acid), C([O-])([O-])=O.[K+].[K+] (potassium carbonate), Cl (hydrochloric acid), C(OC1CCCCC1)(OC(C)I)=O (cyclohexyl 1-iodoethyl carbonate). Run in C(C)(=O)OCC (ethyl acetate), O (water), CN(C(C)=O)C (N,N-dimethylacetamide). Run at time 30 minute. Product: NC=1SC=C(N1)/C(/C(=O)N[C@H]1[C@@H]2N(C(=C(CS2)SCC=2C=NNC2)C(=O)OCCOC(=O)OC2CCCCC2)C1=O)=N/O ((cyclohexyloxycarbonyloxy)ethyl 7β-[2-(2-aminothiazol-4-yl)-2-(Z)-(hydroxyimino)acetamido]-3-[(pyrazol-4-yl)methylthio]-3-cephem-4-carboxylate). Yield: 3.9%. RXN SMILES: [NH2:1][C:2]1[S:3][CH:4]=[C:5](/[C:7](=[N:30]/[OH:31])/[C:8]([NH:10][C@@H:11]2[C:28](=[O:29])[N:13]3[C:14]([C:25]([OH:27])=[O:26])=[C:15]([S:18][CH2:19][C:20]4[CH:21]=[N:22][NH:23][CH:24]=4)[CH2:16][S:17][C@H:12]23)=[O:9])[N:6]=1.C(=O)([O-])[O-].[K+].[K+].[C:38](=[O:50])([O:46][CH:47](I)[CH3:48])[O:39][CH:40]1[CH2:45][CH2:44][CH2:43][CH2:42][CH2:41]1.Cl>CN(C)C(=O)C.C(OCC)(=O)C.O>[NH2:1][C:2]1[S:3][CH:4]=[C:5](/[C:7](=[N:30]/[OH:31])/[C:8]([NH:10][C@@H:11]2[C:28](=[O:29])[N:13]3[C:14]([C:25]([O:27][CH2:48][CH2:47][O:46][C:38]([O:39][CH:40]4[CH2:45][CH2:44][CH2:43][CH2:42][CH2:41]4)=[O:50])=[O:26])=[C:15]([S:18][CH2:19][C:20]4[CH:21]=[N:22][NH:23][CH:24]=4)[CH2:16][S:17][C@H:12]23)=[O:9])[N:6]=1 |f:1.2.3|. Reported procedure: To a solution of 7β-[2-(2-aminothiazol-4-yl)-2-(Z)-(hydroxyimino)acetamido]-3-[(pyrazol-4-yl)methylthio]-3-cephem-4-carboxylic acid (300 mg) in N,N-dimethylacetamide (6 ml) was added potassium carbonate (81.8 mg) under ice-cooling. After stirring at room temperature for 30 minutes, cyclohexyl 1-iodoethyl carbonate (371.47 mg) was added thereto under ice-cooling. The mixture was stirred at the same temperature for 30 minutes, poured into a mixture of water and ethyl acetate and adjusted to pH 5 w... Product: CCCCCCC1(O)c2cc(C)c(C)cc2C(=O)N1c1cccnc1. Reaction SMILES: [Br:2][CH2:3][CH2:4][CH2:5][CH2:6][CH2:7][CH3:8].[CH3:9][c:10]1[cH:11][c:12]2[c:16]([cH:17][c:18]1[CH3:19])[C:15](=[O:20])[N:14]([c:21]1[cH:22][n:23][cH:24][cH:25][cH:26]1)[C:13]2=[O:27].[Cl-:28].[Mg:1].[NH4+:29].[O:30]1[CH2:31][CH2:32][CH2:33][CH2:34]1>>[CH2:3]([CH2:4][CH2:5][CH2:6][CH2:7][CH3:8])[C:15]1([OH:20])[N:14]([c:21]2[cH:22][n:23][cH:24][cH:25][cH:26]2)[C:13](=[O:27])[c:12]2[cH:11][c:10]([CH3:9])[c:18]([CH3:19])[cH:17][c:16]21. The reactants are CCCCCCBr, Cc1cc2c(cc1C)C(=O)N(c1cccnc1)C2=O, [Cl-], [Mg], [NH4+], C1CCOC1. Starting materials: CC1=C(NC2=C(C=CC=C12)C)CO ((3,7-dimethyl-1H-indol-2-yl)methanol). Reagents/catalysts: [O-2].[O-2].[Mn+4] (manganese dioxide). The solvent is ClCCl (dichloromethane). Conditions: time 8 hour. The product is CC1=C(NC2=C(C=CC=C12)C)C=O (3,7-Dimethyl-1H-indole-2-carbaldehyde). The yield is 46.2%. RXN SMILES: [CH3:1][C:2]1[C:10]2[C:5](=[C:6]([CH3:11])[CH:7]=[CH:8][CH:9]=2)[NH:4][C:3]=1[CH2:12][OH:13]>ClCCl.[O-2].[O-2].[Mn+4]>[CH3:1][C:2]1[C:10]2[C:5](=[C:6]([CH3:11])[CH:7]=[CH:8][CH:9]=2)[NH:4][C:3]=1[CH:12]=[O:13] |f:2.3.4|. Procedure: A mixture of (3,7-dimethyl-1H-indol-2-yl)methanol (440 mg, 2.5 mmol) and manganese dioxide (1.09 g, 12.5 mmol) in dichloromethane (15 mL) was stirred overnight at rt. The mixture was filtered and evaporated. The crude was chromatographed over silica gel eluting with ethyl acetate/hexane (5% and 7.5%) to afford the title compound (200 mg, 46%). 1H NMR (400 MHz, CDCl3) δ 10.00 (s, 1H), 8.75 (s, 1H), 7.51 (d, J=7.2 Hz, 1H), 7.15 (d, J=7.4 Hz, 1H), 7.05 (t, J=7.3 Hz, 1H), 2.61 (s, 3H), 2.45 (s, 3H).